From a dataset of the Open Reaction Database (ORD), a public repository of structured organic reaction records. describe an organic reaction: reactants, conditions, products, and yield Starting materials: O=C([O-])[O-], CC(C)O, Ic1ccc(Oc2ccc(N3CCOCC3)cc2)cc1, [K+], [K+], O, OB(O)c1ccsc1. Yields the product c1cc(-c2ccc(Oc3ccc(N4CCOCC4)cc3)cc2)cs1. As a reaction SMILES: [C:29](=[O:30])([O-:31])[O-:32].[CH3:35][CH:36]([OH:37])[CH3:38].[I:1][c:2]1[cH:3][cH:4][c:5]([O:6][c:7]2[cH:8][cH:9][c:10]([N:13]3[CH2:14][CH2:15][O:16][CH2:17][CH2:18]3)[cH:11][cH:12]2)[cH:19][cH:20]1.[K+:33].[K+:34].[OH2:39].[s:21]1[cH:22][c:23]([B:26]([OH:27])[OH:28])[cH:24][cH:25]1>>[c:2]1(-[c:23]2[cH:22][s:21][cH:25][cH:24]2)[cH:3][cH:4][c:5]([O:6][c:7]2[cH:8][cH:9][c:10]([N:13]3[CH2:14][CH2:15][O:16][CH2:17][CH2:18]3)[cH:11][cH:12]2)[cH:19][cH:20]1. Starting materials: ClC1=CC(=C(C=C1[N+](=O)[O-])O)C (4-chloro-2-methyl-5-nitrophenol), C([O-])([O-])=O.[K+].[K+] (potassium carbonate), CI (methyl iodide), C(CC(O)(C(=O)O)CC(=O)O)(=O)O (Citric acid). The solvent is CN(C)C=O (DMF). Conditions: time 2 hour. Product: ClC1=C(C=C(C(=C1)C)OC)[N+](=O)[O-] (1-Chloro-4-methoxy-5-methyl-2-nitrobenzene). The yield is 100.0%. Reaction SMILES: [Cl:1][C:2]1[C:7]([N+:8]([O-:10])=[O:9])=[CH:6][C:5]([OH:11])=[C:4]([CH3:12])[CH:3]=1.[C:13](=O)([O-])[O-].[K+].[K+].CI.C(O)(=O)CC(CC(O)=O)(C(O)=O)O>CN(C=O)C>[Cl:1][C:2]1[CH:3]=[C:4]([CH3:12])[C:5]([O:11][CH3:13])=[CH:6][C:7]=1[N+:8]([O-:10])=[O:9] |f:1.2.3|. Procedure: To a stirred solution of 4-chloro-2-methyl-5-nitrophenol (18.8 g, 100 mmol) in DMF (200 ml) was added potassium carbonate (13.8 g, 100 mmol) and methyl iodide (21.3 g, 150 mmol). The mixture was stirred for about two hours at room temperature. 5% Citric acid was added and the mixture was extracted three times with ethyl acetate. The organic phase was washed with brine, dried with sodium sulphate and evaporated under reduced pressure which gave the title compound (20 G, 100%). Starting materials: C(C)OC(CC=1C=C(C(=CC1)OC)C1=C(C=C(C=C1)C(F)(F)F)CN(C(CSC1=CC=CC=C1)=O)CC)=O ((2′-{[Ethyl-(2-phenylsulfanyl-acetyl)-amino]-methyl}-6-methoxy-4′-trifluoromethyl-biphenyl-3-yl)-acetic acid ethyl ester), [Li+].[OH-] (LiOH), Cl (HCl). Solvent: C1CCOC1 (THF). Product: C(C)N(C(CSC1=CC=CC=C1)=O)CC1=C(C=CC(=C1)C(F)(F)F)C1=CC(=CC=C1OC)CC(=O)O ((2′-{[Ethyl-(2-phenylsulfanyl-acetyl)-amino]-methyl}-6-methoxy-4′-trifluoromethyl-biphenyl-3-yl)-acetic acid). RXN SMILES: C([O:3][C:4](=[O:38])[CH2:5][C:6]1[CH:7]=[C:8]([C:14]2[CH:19]=[CH:18][C:17]([C:20]([F:23])([F:22])[F:21])=[CH:16][C:15]=2[CH2:24][N:25]([CH2:36][CH3:37])[C:26](=[O:35])[CH2:27][S:28][C:29]2[CH:34]=[CH:33][CH:32]=[CH:31][CH:30]=2)[C:9]([O:12][CH3:13])=[CH:10][CH:11]=1)C.[Li+].[OH-].Cl>C1COCC1>[CH2:36]([N:25]([CH2:24][C:15]1[CH:16]=[C:17]([C:20]([F:23])([F:22])[F:21])[CH:18]=[CH:19][C:14]=1[C:8]1[C:9]([O:12][CH3:13])=[CH:10][CH:11]=[C:6]([CH2:5][C:4]([OH:38])=[O:3])[CH:7]=1)[C:26](=[O:35])[CH2:27][S:28][C:29]1[CH:34]=[CH:33][CH:32]=[CH:31][CH:30]=1)[CH3:37] |f:1.2|. Procedure: (2′-{[Ethyl-(2-phenylsulfanyl-acetyl)-amino]-methyl}-6-methoxy-4′-trifluoromethyl-biphenyl-3-yl)-acetic acid ethyl ester (0.291 g, 0.53 mmol) in THF (3 mL) was treated with 1N aqueous LiOH (3 mL) at room temperature overnight. The mixture was acidified with 1N aqueous HCl and extracted three times with EtOAc. The combined organic layers were dried and concentrated, and the residue was purified by silica gel chromatography (30-70% EtOAc in hexanes) to give the title compound. M+H is 518. Starting materials: [BH4-], C1COCCN1, CO, [Na+], O=Cc1cccc(O)c1. The product is Oc1cccc(CN2CCOCC2)c1. RXN SMILES: [BH4-:16].[CH2:10]1[CH2:11][O:12][CH2:13][CH2:14][NH:15]1.[CH3:18][OH:19].[Na+:17].[OH:1][c:2]1[cH:3][c:4]([CH:5]=[O:6])[cH:7][cH:8][cH:9]1>>[OH:1][c:2]1[cH:3][c:4]([CH2:5][N:15]2[CH2:10][CH2:11][O:12][CH2:13][CH2:14]2)[cH:7][cH:8][cH:9]1. Reactants: COCC(C)Oc1cccc(N)c1, COCC(C)Oc1cccc([N+](=O)[O-])c1. Product: COCC(C)Oc1cccc(N)c1. RXN SMILES: [CH3:16][O:17][CH2:18][CH:19]([O:20][c:21]1[cH:22][c:23]([NH2:27])[cH:24][cH:25][cH:26]1)[CH3:28].[CH3:1][O:2][CH2:3][CH:4]([CH3:5])[O:6][c:7]1[cH:8][c:9]([N+:13]([O-:14])=[O:15])[cH:10][cH:11][cH:12]1>>[CH3:1][O:2][CH2:3][CH:4]([CH3:5])[O:6][c:7]1[cH:8][c:9]([NH2:13])[cH:10][cH:11][cH:12]1. Procedure: A solution of ethyl trans-4-[(5-bromo-1,3-thiazol-2-yl)carbonyl]cyclohexanecarboxylate (500 mg, 1.444 mmol) in THF (6 mL) was cooled to −60° C. Ethylmagnesium bromide (3.0 M in THF, 481 μl, 1.444 mmol) was added dropwise and the resulting mixture was stirred for 1 hour. The mixture was diluted with water and EtOAc and the layers were separated. The organic layer was washed with saturated sodium bicarbonate, brine, dried over sodium sulfate, filtered and concentrated under reduced pressure. The r... Conditions: time 1 hour. Yields the product BrC1=CN=C(S1)C(CC)(O)[C@@H]1CC[C@H](CC1)C(=O)OCC (racemic-trans-ethyl 4-[1-(5-bromo-1,3-thiazol-2-yl)-1-hydroxypropyl]cyclohexanecarboxylate). The solvent is C1CCOC1 (THF), O (water), CCOC(=O)C (EtOAc). Reactants: BrC1=CN=C(S1)C(=O)[C@@H]1CC[C@H](CC1)C(=O)OCC (ethyl trans-4-[(5-bromo-1,3-thiazol-2-yl)carbonyl]cyclohexanecarboxylate), C(C)[Mg]Br (Ethylmagnesium bromide). Reaction SMILES: [Br:1][C:2]1[S:6][C:5]([C:7]([C@H:9]2[CH2:14][CH2:13][C@H:12]([C:15]([O:17][CH2:18][CH3:19])=[O:16])[CH2:11][CH2:10]2)=[O:8])=[N:4][CH:3]=1.[CH2:20]([Mg]Br)[CH3:21]>C1COCC1.O.CCOC(C)=O>[Br:1][C:2]1[S:6][C:5]([C:7]([C@H:9]2[CH2:10][CH2:11][C@H:12]([C:15]([O:17][CH2:18][CH3:19])=[O:16])[CH2:13][CH2:14]2)([OH:8])[CH2:20][CH3:21])=[N:4][CH:3]=1. The reactants are ClC1=NC=C(C(=N1)Cl)CNC1=CC=C(C=C1)OC ([(2,4-dichloropyrimidin-5-yl)methyl](4-methoxyphenyl)amine), C(CCC)[Li] (n-butyllithium), NC1=CC=CC=C1 (aniline), C1(CCCCC1)N=C=O (cyclohexyl isocyanate). The reagents and catalysts are CN(C1=CC=NC=C1)C (4-(dimethylamino)pyridine). Solvent: O1CCCC1 (tetrahydrofuran), O1CCCC1 (tetrahydrofuran). Product: C1(CCCCC1)N1C(N(CC=2C1=NC(=NC2)NC2=CC=CC=C2)C2=CC=C(C=C2)OC)=O (1-cyclohexyl-3-(4-methoxy-phenyl)-7-phenylamino-3,4-dihydro-1H-pyrimido[4,5-d]pyrimidin-2-one). As a reaction SMILES: Cl[C:2]1[N:7]=[C:6](Cl)[C:5]([CH2:9][NH:10][C:11]2[CH:16]=[CH:15][C:14]([O:17][CH3:18])=[CH:13][CH:12]=2)=[CH:4][N:3]=1.C([Li])CCC.[CH:24]1([N:30]=[C:31]=[O:32])[CH2:29][CH2:28][CH2:27][CH2:26][CH2:25]1.[NH2:33][C:34]1[CH:39]=[CH:38][CH:37]=[CH:36][CH:35]=1>O1CCCC1.CN(C)C1C=CN=CC=1>[CH:24]1([N:30]2[C:6]3=[N:7][C:2]([NH:33][C:34]4[CH:39]=[CH:38][CH:37]=[CH:36][CH:35]=4)=[N:3][CH:4]=[C:5]3[CH2:9][N:10]([C:11]3[CH:16]=[CH:15][C:14]([O:17][CH3:18])=[CH:13][CH:12]=3)[C:31]2=[O:32])[CH2:29][CH2:28][CH2:27][CH2:26][CH2:25]1. Procedure details: A solution of [(2,4-dichloropyrimidin-5-yl)methyl](4-methoxyphenyl)amine (200 mg, 0.70 mmol) (from Example 1d supra) in anhydrous tetrahydrofuran (24 mL) was treated with n-butyllithium (1.6 M solution in hexanes, 0.53 mL, 0.84 mmol) (Aldrich) at −78° C. This was followed by addition of cyclohexyl isocyanate (90 μL, 88 mg, 0.70 mmol) (Aldrich). The resulting mixture was stirred and slowly warmed up to room temperature within a period of 2 hours. The reaction mixture was then partitioned between ... The reactants are O (Water), CI (methyl iodide), [H-].[Na+] (sodium hydride), CC(C#C/C=C/CC(CO)CC1=CC(=CC=C1)OCC1=CC(=CC=C1)C1=CSC=C1)(C)C ((E)-2-(6,6-dimethyl-2-hepten-4-ynyl)-3-[3-[3-(3-thienyl)phenylmethoxy]phenyl]propanol). The solvent is C(C)OCC (ethyl ether), CN(C=O)C (dimethylformamide). Yields the product COCC(CC=1C=C(OCC=2C=C(C=CC2)C2=CSC=C2)C=CC1)C\C=C\C#CC(C)(C)C ((E)-3-[3-[3-(2-methoxymethyl-8,8-dimethyl-4-nonen-6-ynyl)phenoxymethyl]phenyl]thiophene). Yield: 80.0%. As a reaction SMILES: [CH3:1][C:2]([CH3:32])([CH3:31])[C:3]#[C:4]/[CH:5]=[CH:6]/[CH2:7][CH:8]([CH2:11][C:12]1[CH:17]=[CH:16][CH:15]=[C:14]([O:18][CH2:19][C:20]2[CH:25]=[CH:24][CH:23]=[C:22]([C:26]3[CH:30]=[CH:29][S:28][CH:27]=3)[CH:21]=2)[CH:13]=1)[CH2:9][OH:10].[CH3:33]I.[H-].[Na+].O>CN(C)C=O.C(OCC)C>[CH3:33][O:10][CH2:9][CH:8]([CH2:7]/[CH:6]=[CH:5]/[C:4]#[C:3][C:2]([CH3:32])([CH3:31])[CH3:1])[CH2:11][C:12]1[CH:13]=[C:14]([CH:15]=[CH:16][CH:17]=1)[O:18][CH2:19][C:20]1[CH:21]=[C:22]([C:26]2[CH:30]=[CH:29][S:28][CH:27]=2)[CH:23]=[CH:24][CH:25]=1 |f:2.3|. Reported procedure: 44.4 mg of (E)-2-(6,6-dimethyl-2-hepten-4-ynyl)-3-[3-[3-(3-thienyl)phenylmethoxy]phenyl]propanol obtained in Example 11 is dissolved in 1 ml of dimethylformamide, 17.4 μl of methyl iodide and 8 mg of 60% oily sodium hydride are added under ice cooling and stirring, and the mixture is stirred at room temperature for 4 hours. Water and ethyl ether are added to the reaction solution for dilution, and the organic layer is taken, washed with saturated saline and dried over anhydrous magnesium sulfate... Reactants: COC(C(CC(C)C)C=1C=C(C=C(C1)O)C1=CC=C(C=C1)C(F)(F)F)=O (2-(5-Hydroxy-4′-trifluoromethyl-biphenyl-3-yl)-4-methyl-pentanoic acid methyl ester), COC1=CC=C(C=C1)B(O)O (4-methoxybenzene boronic acid). Product: COC(C(CC(C)C)C=1C=C(C=C(C1)OC1=CC=C(C=C1)OC)C1=CC=C(C=C1)C(F)(F)F)=O (2-[5-(4-Methoxy-phenoxy)-4′-trifluoromethyl-biphenyl-3-yl]-4-methyl-pentanoic acid methyl ester). The yield is 17.0%. Reaction SMILES: [CH3:1][O:2][C:3](=[O:26])[CH:4]([C:9]1[CH:10]=[C:11]([C:16]2[CH:21]=[CH:20][C:19]([C:22]([F:25])([F:24])[F:23])=[CH:18][CH:17]=2)[CH:12]=[C:13]([OH:15])[CH:14]=1)[CH2:5][CH:6]([CH3:8])[CH3:7].[CH3:27][O:28][C:29]1[CH:34]=[CH:33][C:32](B(O)O)=[CH:31][CH:30]=1>>[CH3:1][O:2][C:3](=[O:26])[CH:4]([C:9]1[CH:10]=[C:11]([C:16]2[CH:17]=[CH:18][C:19]([C:22]([F:23])([F:25])[F:24])=[CH:20][CH:21]=2)[CH:12]=[C:13]([O:15][C:32]2[CH:33]=[CH:34][C:29]([O:28][CH3:27])=[CH:30][CH:31]=2)[CH:14]=1)[CH2:5][CH:6]([CH3:8])[CH3:7]. Procedure: The title compound was prepared in 17% yield from 2-(5-hydroxy-4′-trifluoromethyl-biphenyl-3-yl)-4-methyl-pentanoic acid methyl ester prepared in Example 15, step (f)) and 4-methoxybenzene boronic acid under the conditions described in Example 15, step (g). Starting materials: C1(=CC=CC=C1)C(C1NCC(C1N)CCC(NN(C)C)=O)C1=CC=CC=C1 (2-diphenylmethyl-3-amino-4-(2-dimethylaminocarbamoylethyl)pyrrolidine), product, COC1=C(C=O)C=C(C=C1)C(C)C (2-methoxy-5isopropylbenzaldehyde), C(C)(=O)O[BH-](OC(C)=O)OC(C)=O.[Na+] (sodium triacetoxyborohydride). Solvent: ClC(C)Cl (dichloroethane). Conditions: time 18 hour. The product is C1(=CC=CC=C1)C(C1NCC(C1NCC1=C(C=CC(=C1)C(C)C)OC)CCC(NN(C)C)=O)C1=CC=CC=C1 (2-diphenylmethyl-3-[(2-methoxy-5-(methylethyl)phenyl)methylamino]-4-(2-dimethylaminocarbamoyl-ethyl)pyrrolidine). Yield: 62.0%. RXN SMILES: [C:1]1([CH:7]([C:22]2[CH:27]=[CH:26][CH:25]=[CH:24][CH:23]=2)[CH:8]2[CH:12]([NH2:13])[CH:11]([CH2:14][CH2:15][C:16](=[O:21])[NH:17][N:18]([CH3:20])[CH3:19])[CH2:10][NH:9]2)[CH:6]=[CH:5][CH:4]=[CH:3][CH:2]=1.[CH3:28][O:29][C:30]1[CH:37]=[CH:36][C:35]([CH:38]([CH3:40])[CH3:39])=[CH:34][C:31]=1[CH:32]=O.C(O[BH-](OC(=O)C)OC(=O)C)(=O)C.[Na+]>ClC(Cl)C>[C:22]1([CH:7]([C:1]2[CH:2]=[CH:3][CH:4]=[CH:5][CH:6]=2)[CH:8]2[CH:12]([NH:13][CH2:32][C:31]3[CH:34]=[C:35]([CH:38]([CH3:40])[CH3:39])[CH:36]=[CH:37][C:30]=3[O:29][CH3:28])[CH:11]([CH2:14][CH2:15][C:16](=[O:21])[NH:17][N:18]([CH3:20])[CH3:19])[CH2:10][NH:9]2)[CH:23]=[CH:24][CH:25]=[CH:26][CH:27]=1 |f:2.3|. Procedure details: A solution of 100 mg (0.272 mmol) [(2SR, 3SR, 4RS)-2-diphenylmethyl-3-amino-4-(2-dimethylaminocarbamoylethyl)pyrrolidine](the product of Example 26B) in 25 ml of dichloroethane was treated with 48 mg (0.272 mmol) of 2-methoxy-5isopropylbenzaldehyde and 81 mg (0.381 mmol) of sodium triacetoxyborohydride. The reaction mixture was stirred for 18 hours and then quenched with 15 ml of saturated aqueous sodium bicarbonate. The reaction mixture was extracted with methylene chloride and the organic phas...